The task is: describe an organic reaction: reactants, conditions, products, and yield. This data is from the Open Reaction Database (ORD), a public repository of structured organic reaction records. Reactants: C(C1=CC=CC=C1)N1CCC(CC1)OC=1C=C(C=CC1)C (1-benzyl-4-(m-tolyloxy)piperidine). Solvent: C(C)O (ethanol). Product: C1(=CC(=CC=C1)OC1CCNCC1)C (4-(m-tolyloxy)piperidine). As a reaction SMILES: C([N:8]1[CH2:13][CH2:12][CH:11]([O:14][C:15]2[CH:16]=[C:17]([CH3:21])[CH:18]=[CH:19][CH:20]=2)[CH2:10][CH2:9]1)C1C=CC=CC=1>C(O)C>[C:17]1([CH3:21])[CH:18]=[CH:19][CH:20]=[C:15]([O:14][CH:11]2[CH2:12][CH2:13][NH:8][CH2:9][CH2:10]2)[CH:16]=1. Procedure details: By following the manipulative procedure described in Example 1(b), a solution of 16.6 g of 1-benzyl-4-(m-tolyloxy)piperidine in 105 ml. of ethanol produces a clear oil of 4-(m-tolyloxy)piperidine. The oil is dissolved in 150 ml. of ether, and 50 ml. of a saturated ethereal-HCl solution is slowly added. The salt precipitates out of solution, is collected, and dried. The salt is recrystallized from an ethanol and ether mixture to give white needles of the piperidine hydrochloride. The reactants are CN(C=CC(CCCCC)=O)C (1-(dimethylamino)-1-octen-3-one), [C-]#[C-].[Li+].[Li+].C=CN (lithiumacetylide ethyleneamine). Run in O1CCOCC1 (dioxane). Run at time 45 minute. Yields the product CN(C(C#C)CC(CCCCC)=O)C (3-(Dimethylamino)-1-decyn-5-one). As a reaction SMILES: [CH3:1][N:2]([CH3:12])[CH:3]=[CH:4][C:5](=[O:11])[CH2:6][CH2:7][CH2:8][CH2:9][CH3:10].[C-]#[C-].[Li+].[Li+].[CH2:17]=[CH:18]N>O1CCOCC1>[CH3:12][N:2]([CH3:1])[CH:3]([CH2:4][C:5](=[O:11])[CH2:6][CH2:7][CH2:8][CH2:9][CH3:10])[C:17]#[CH:18] |f:1.2.3.4|. Procedure details: A mixture of 1-(dimethylamino)-1-octen-3-one (4.0 g), described in Example 37, and lithiumacetylide-ethyleneamine (4.0 g) in dry dioxane (25 ml) is stirred at room temperature for 45 min. The mixture is added to ice. The mixture is extracted with ether. The extract is dried (Na2SO4) and then evaporated. The residue is distilled to afford the title compound, b.p. 80°-85° C. The reactants are COCCNC(C1=CC(=CC=C1)SCC1=CC(=CC=C1)C(NC1=C(C=C(C=C1)N1CCCCC1)C(=O)C=1N(C2=CC(=CC=C2C1)C(F)(F)F)S(=O)(=O)C1=CC=CC=C1)=O)=O (N-(2-methoxyethyl)-3-(3-(2-(1-(phenylsulfonyl)-6-(trifluoromethyl)-1H-indole-2-carbonyl)-4-(piperidin-1-yl)phenylcarbamoyl)benzylthio)-benzamide), solution, [F-].C(CCC)[N+](CCCC)(CCCC)CCCC (tetrabutylammonium fluoride). Solvent: CO (methanol), C1CCOC1 (THF). Conditions: temperature 80 celsius, time 8 hour. The product is COCCNC(C1=CC(=CC=C1)SCC1=CC(=CC=C1)C(NC1=C(C=C(C=C1)N1CCCCC1)C(=O)C=1NC2=CC(=CC=C2C1)C(F)(F)F)=O)=O (N-(2-Methoxyethyl)-3-(3-(4-(piperidin-1-yl)-2-(6-(trifluoromethyl)-1H-indole-2-carbonyl)phenylcarbamoyl)benzylthio)benzamide). As a reaction SMILES: [CH3:1][O:2][CH2:3][CH2:4][NH:5][C:6](=[O:60])[C:7]1[CH:12]=[CH:11][CH:10]=[C:9]([S:13][CH2:14][C:15]2[CH:20]=[CH:19][CH:18]=[C:17]([C:21](=[O:59])[NH:22][C:23]3[CH:28]=[CH:27][C:26]([N:29]4[CH2:34][CH2:33][CH2:32][CH2:31][CH2:30]4)=[CH:25][C:24]=3[C:35]([C:37]3[N:38](S(C4C=CC=CC=4)(=O)=O)[C:39]4[C:44]([CH:45]=3)=[CH:43][CH:42]=[C:41]([C:46]([F:49])([F:48])[F:47])[CH:40]=4)=[O:36])[CH:16]=2)[CH:8]=1.[F-].C([N+](CCCC)(CCCC)CCCC)CCC>CO.C1COCC1>[CH3:1][O:2][CH2:3][CH2:4][NH:5][C:6](=[O:60])[C:7]1[CH:12]=[CH:11][CH:10]=[C:9]([S:13][CH2:14][C:15]2[CH:20]=[CH:19][CH:18]=[C:17]([C:21](=[O:59])[NH:22][C:23]3[CH:28]=[CH:27][C:26]([N:29]4[CH2:30][CH2:31][CH2:32][CH2:33][CH2:34]4)=[CH:25][C:24]=3[C:35]([C:37]3[NH:38][C:39]4[C:44]([CH:45]=3)=[CH:43][CH:42]=[C:41]([C:46]([F:48])([F:49])[F:47])[CH:40]=4)=[O:36])[CH:16]=2)[CH:8]=1 |f:1.2|. Procedure details: Into a 50-mL round-bottom flask was placed a solution of N-(2-methoxyethyl)-3-(3-(2-(1-(phenylsulfonyl)-6-(trifluoromethyl)-1H-indole-2-carbonyl)-4-(piperidin-1-yl)phenylcarbamoyl)benzylthio)-benzamide (200 mg, 0.23 mmol, 1.00 equiv) in methanol (3.5 mL), and 3.5 mL of a 1.0 N solution of tetrabutylammonium fluoride in THF. The resulting solution was stirred overnight at 80° C. The resulting mixture was concentrated under vacuum. The residue was dissolved in 50 mL of ethyl acetate. The resulting... Starting materials: Br, Br, CO, O=Cc1cc(Cl)cc(Cl)c1Cl, N#C[K], N=C(N)CN. Yields the product Br, N#CC(NCC(=N)N)c1cc(Cl)cc(Cl)c1Cl. As a reaction SMILES: [BrH:1].[BrH:2].[CH3:22][OH:23].[Cl:8][c:9]1[c:10]([CH:11]=[O:12])[cH:13][c:14]([Cl:18])[cH:15][c:16]1[Cl:17].[K:19][C:20]#[N:21].[NH2:3][CH2:4][C:5](=[NH:6])[NH2:7]>>[BrH:1].[NH:3]([CH2:4][C:5](=[NH:6])[NH2:7])[CH:11]([c:10]1[c:9]([Cl:8])[c:16]([Cl:17])[cH:15][c:14]([Cl:18])[cH:13]1)[C:20]#[N:21]. Reactants: C(=C)OC(=O)Cl (chloroformic acid vinyl ester), CC(C)(C)C=1N=C(SC1)C1CCN(CC1)CC1=CC=CC=C1 (4-(4-(1,1-Dimethylethyl)-2-thiazolyl)-1-phenylmethyl-piperidine), C(=O)([O-])[O-].[K+].[K+] (K2CO3). Run at time 2 hour. Yields the product hydrogenmaleinate, CC(C)(C)C=1N=C(SC1)C1CCNCC1 (4-(4-(1,1-Dimethylethyl)-2-thiazolyl)-piperidine). Reaction SMILES: [CH3:1][C:2]([C:5]1[N:6]=[C:7]([CH:10]2[CH2:15][CH2:14][N:13](CC3C=CC=CC=3)[CH2:12][CH2:11]2)[S:8][CH:9]=1)([CH3:4])[CH3:3].C([O-])([O-])=O.[K+].[K+].C(OC(Cl)=O)=C>>[CH3:4][C:2]([C:5]1[N:6]=[C:7]([CH:10]2[CH2:11][CH2:12][NH:13][CH2:14][CH2:15]2)[S:8][CH:9]=1)([CH3:1])[CH3:3] |f:1.2.3|. Procedure: 4.8 g 4-(4-(1,1-Dimethylethyl)-2-thiazolyl)-1-phenylmethyl-piperidine, 2 g K2CO3 and 50 ml 1,2-dicnloroethane are treated dropwise at -5° under stirring with 3.2 g chloroformic acid vinyl ester. The mixture is stirred 2 hours at room temperature and evaporated. The residue is partitioned between ethyl ether and water. The ether phase is evaporated and the residue dissolved in 30 ml metnanol and 30 ml 20% aqueous hydrochloric acid. The mixture is heated 1 hour at 60 and evaporated. The residue is...